Dataset: the Open Reaction Database (ORD), a public repository of structured organic reaction records. Task: describe an organic reaction: reactants, conditions, products, and yield Reactants: CC1=[N+](C=CC(=C1C)OCC(C(F)(F)F)(F)F)[O-] (2,3-dimethyl-4-(2,2,3,3,3-pentafluoropropoxy)-pyridine-1-oxide), C(C)(=O)OC(C)=O (acetic anhydride). Reagents/catalysts: S(O)(O)(=O)=O (sulfuric acid). Conditions: temperature 110 celsius, time 2 hour. The product is OCC1=NC=CC(=C1C)OCC(C(F)(F)F)(F)F (2-hydroxymethyl-3-methyl-4-(2,2,3,3,3-pentafluoropropoxy)-pyridine). As a reaction SMILES: [CH3:1][C:2]1[C:7]([CH3:8])=[C:6]([O:9][CH2:10][C:11]([F:17])([F:16])[C:12]([F:15])([F:14])[F:13])[CH:5]=[CH:4][N+:3]=1[O-].C(OC(=O)C)(=[O:21])C>S(=O)(=O)(O)O>[OH:21][CH2:1][C:2]1[C:7]([CH3:8])=[C:6]([O:9][CH2:10][C:11]([F:17])([F:16])[C:12]([F:15])([F:14])[F:13])[CH:5]=[CH:4][N:3]=1. Procedure: Concentrated sulfuric acid (2 drops) was added to a solution or 2,3-dimethyl-4-(2,2,3,3,3-pentafluoropropoxy)-pyridine-1-oxide (2.5 g) in acetic anhydride (8 ml) and the mixture was stirred at 110° C. for 2 hours and then concentrated. The residue was dissolved in methanol (30 ml), 2 N aqueous sodium hydroxide (20 ml) was added, and the mixture was stirred at room temperature for 2 hours. After concentration, water was added to the residue and the mixture was extracted with ethyl acetate. The ex... Reactants: [Ag+], Clc1ccccc1, O=[N+]([O-])[O-], [NH4+], [NH4+], [Na+], [OH-], O, O=C(O)C1CCCCC1, O=C(O)C(F)(F)F, O=S(=O)([O-])OOS(=O)(=O)[O-], c1ccc2ncccc2c1. Yields the product c1ccc2nc(C3CCCCC3)ccc2c1. As a reaction SMILES: [Ag+:52].[Cl:41][c:42]1[cH:43][cH:44][cH:45][cH:46][cH:47]1.[N+:48]([O-:49])([O-:50])=[O:51].[NH4+:30].[NH4+:31].[Na+:40].[OH-:39].[OH2:53].[OH:11][C:12](=[O:13])[CH:14]1[CH2:15][CH2:16][CH2:17][CH2:18][CH2:19]1.[OH:32][C:33]([C:34]([F:35])([F:36])[F:37])=[O:38].[S:20]([O:21][O:22][S:23]([O-:24])(=[O:25])=[O:26])([O-:27])(=[O:28])=[O:29].[cH:1]1[cH:2][cH:3][c:4]2[n:5][cH:6][cH:7][cH:8][c:9]2[cH:10]1>>[cH:1]1[cH:2][cH:3][c:4]2[n:5][c:6]([CH:14]3[CH2:15][CH2:16][CH2:17][CH2:18][CH2:19]3)[cH:7][cH:8][c:9]2[cH:10]1. The reactants are OC1CCNCC1 (4-hydroxypiperidine), FC1=CC=C(C=O)C=C1 (4-fluorobenzaldehyde), C([O-])([O-])=O.[K+].[K+] (potassium carbonate), three, ice water. Run in CS(=O)C (dimethylsulfoxide). Conditions: temperature 95 celsius. The product is OC1CCN(CC1)C1=CC=C(C=O)C=C1 (4-(4-Hydroxypiperidyl)benzaldehyde). RXN SMILES: [OH:1][CH:2]1[CH2:7][CH2:6][NH:5][CH2:4][CH2:3]1.F[C:9]1[CH:16]=[CH:15][C:12]([CH:13]=[O:14])=[CH:11][CH:10]=1.C(=O)([O-])[O-].[K+].[K+]>CS(C)=O>[OH:1][CH:2]1[CH2:7][CH2:6][N:5]([C:9]2[CH:16]=[CH:15][C:12]([CH:13]=[O:14])=[CH:11][CH:10]=2)[CH2:4][CH2:3]1 |f:2.3.4|. Procedure details: A 2 liter three necked flask fitted with a mechanical stirrer, theromometer and condenser is charged with 180 g of 4-hydroxypiperidine, 74.4 g of 4-fluorobenzaldehyde, 1 ml of Aliquot 336, 750 ml of dimethylsulfoxide and 82.8 g of anhydrous potassium carbonate. The mixture is heated at 95° C. for three days, then the product mixture is cooled and poured into 3 liters of ice water. The resultant solid precipitate is filtered, washed with water, and vacuum dried. The crude product is recrystallize... As a reaction SMILES: C(NC(C)C)(C)C.C([Li])CCC.[Li+].CC([N-]C(C)C)C.[Cl:21][C:22]1[N:27]=[C:26]([Cl:28])[CH:25]=[CH:24][N:23]=1.[CH:29](=[O:33])[CH:30]([CH3:32])[CH3:31]>O1CCCC1>[Cl:21][C:22]1[N:27]=[C:26]([Cl:28])[C:25]([CH:29]([OH:33])[CH:30]([CH3:32])[CH3:31])=[CH:24][N:23]=1 |f:2.3|. Reported procedure: A solution of diisopropylamine (1.1 mL; 7.85 mmol) (Aldrich) and freshly distilled tetrahydrofuran (15 mL) was cooled to −78° C. n-Butyllithium (2.5M in hexanes; 3.1 mL; 7.75 mmol) (Aldrich) was added dropwise and stirring continued for 40 minutes to prepare a LDA solution. 2,4-Dichloropyrimidine (0.50 g; 3.37 mmol) (Aldrich) in tetrahydrofuran (3 mL) was then added dropwise to this freshly prepared LDA solution over 15 minutes. After stirring for 40 minutes, isobutyraldehyde (0.61 mL; 6.72 mmol... Conditions: time 40 minute. Yields the product ClC1=NC=C(C(=N1)Cl)C(C(C)C)O ((±)-1-(2,4-dichloro-pyrimidin-5-yl)-2-methyl-propan-1-ol). Solvent: O1CCCC1 (tetrahydrofuran), O1CCCC1 (tetrahydrofuran). Reactants: C(C)(C)NC(C)C (diisopropylamine), C(CCC)[Li] (n-Butyllithium), ClC1=NC=CC(=N1)Cl (2,4-Dichloropyrimidine), [Li+].CC(C)[N-]C(C)C (LDA), [Li+].CC(C)[N-]C(C)C (LDA), C(C(C)C)=O (isobutyraldehyde). As a reaction SMILES: [CH3:30][N:31]1[CH2:32][CH2:33][CH2:34][N:35]([CH3:36])[C:37]1=[O:38].[CH3:44][N:45]1[CH2:46][CH2:47][CH2:48][N:49]([CH3:50])[C:51]1=[O:52].[CH3:9][O:10][C:11]([CH2:12][c:13]1[cH:14][c:15]([F:21])[c:16]([O:19][CH3:20])[cH:17][cH:18]1)=[O:22].[CH:1]([N-:2][CH:3]([CH3:4])[CH3:5])([CH3:6])[CH3:7].[I:23][CH2:24][CH:25]1[CH2:26][CH2:27][CH2:28][CH2:29]1.[Li+:8].[O:39]1[CH2:40][CH2:41][CH2:42][CH2:43]1>>[CH3:9][O:10][C:11]([CH:12]([c:13]1[cH:14][c:15]([F:21])[c:16]([O:19][CH3:20])[cH:17][cH:18]1)[CH2:24][CH:25]1[CH2:26][CH2:27][CH2:28][CH2:29]1)=[O:22]. The product is COC(=O)C(CC1CCCC1)c1ccc(OC)c(F)c1. Reactants: CN1CCCN(C)C1=O, CN1CCCN(C)C1=O, COC(=O)Cc1ccc(OC)c(F)c1, CC(C)[N-]C(C)C, ICC1CCCC1, [Li+], C1CCOC1. Starting materials: FC1=CC=C(C=C1)CC1=CN=C2C(=C(C(N(C2=C1)CCN1C(CCCC1)=O)=O)C(=O)OCC)O (ethyl 7-[(4-fluorophenyl)methyl]-4-hydroxy-2-oxo-1-[2-(2-oxo-1-piperidinyl)ethyl]-1,2-dihydro-1,5-naphthyridine-3-carboxylate), NCCO (2-aminoethanol). The product is FC1=CC=C(C=C1)CC1=CN=C2C(=C(C(N(C2=C1)CCN1C(CCCC1)=O)=O)C(=O)NCCO)O (7-[(4-Fluorophenyl)methyl]-4-hydroxy-N-(2-hydroxyethyl)-2-oxo-1-[2-(2-oxo-1-piperidinyl)ethyl]-1,2-dihydro-1,5-naphthyridine-3-carboxamide). Reaction SMILES: [F:1][C:2]1[CH:7]=[CH:6][C:5]([CH2:8][C:9]2[CH:18]=[C:17]3[C:12]([C:13]([OH:34])=[C:14]([C:29](OCC)=[O:30])[C:15](=[O:28])[N:16]3[CH2:19][CH2:20][N:21]3[CH2:26][CH2:25][CH2:24][CH2:23][C:22]3=[O:27])=[N:11][CH:10]=2)=[CH:4][CH:3]=1.[NH2:35][CH2:36][CH2:37][OH:38]>>[F:1][C:2]1[CH:7]=[CH:6][C:5]([CH2:8][C:9]2[CH:18]=[C:17]3[C:12]([C:13]([OH:34])=[C:14]([C:29]([NH:35][CH2:36][CH2:37][OH:38])=[O:30])[C:15](=[O:28])[N:16]3[CH2:19][CH2:20][N:21]3[CH2:26][CH2:25][CH2:24][CH2:23][C:22]3=[O:27])=[N:11][CH:10]=2)=[CH:4][CH:3]=1. Procedure details: This compound was prepared from ethyl 7-[(4-fluorophenyl)methyl]-4-hydroxy-2-oxo-1-[2-(2-oxo-1-piperidinyl)ethyl]-1,2-dihydro-1,5-naphthyridine-3-carboxylate and 2-aminoethanol using methods similar to Example 563 to provide a white solid: 1H NMR (CDCl3) δ 10.42 (1H, b), 8.53 (1H, s), 8.25 (1H, s), 7.21-7.26 (2H, m), 6.97 (2H, t, J=8 Hz), 4.38 (2H, t, J=7 Hz), 4.15 (2H, s), 3.86 (2H, t, J=5 Hz), 3.49-3.66 (4H, m), 3.35 (2H, b), 2.85 (1H, t, J=5 Hz), 2.35 (2H, b), 1.72-1.76 (4H, m); ES+ MS: 483 (... The reactants are O=C(O)C(O)C(O)C(=O)O, CO, CCO, [Cl-], COC(=O)C1C=CC(N)C1, N, [NH4+]. Yields the product O=C(O)C(O)C(O)C(=O)O, [NH4+], [NH4+]. As a reaction SMILES: [C:1](=[O:2])([OH:3])[CH:4]([OH:5])[CH:6]([OH:7])[C:8](=[O:9])[OH:10].[CH3:24][OH:25].[CH3:26][CH2:27][OH:28].[Cl-:21].[NH2:11][CH:12]1[CH2:13][CH:14]([C:15]([O:16][CH3:17])=[O:18])[CH:19]=[CH:20]1.[NH3:23].[NH4+:22]>>[C:1](=[O:2])([OH:3])[CH:4]([OH:5])[CH:6]([OH:7])[C:8](=[O:9])[OH:10].[NH4+:11].[NH4+:22]. The reactants are C(C)(=O)O[C@H]1C[C@H]2C(C([C@H]3[C@@H]4CC[C@H]([C@@H](CCC(=O)OC)C)[C@]4(CC[C@@H]3[C@]2(CC1)C)C)=O)Br (methyl 3α-acetoxy-6-bromo-7-keto-5β-cholanoate), [OH-].[K+] (potassium hydroxide), O (water), O (water), Cl (hydrochloric acid). Run in CO (methanol). Reaction conditions: time 1 hour. Yields the product O[C@H]1C[C@H]2[C@@H](C([C@H]3[C@@H]4CC[C@H]([C@@H](CCC(=O)OC)C)[C@]4(CC[C@@H]3[C@]2(CC1)C)C)=O)O (Methyl 3α, 6β-dihydroxy-7-keto-5β-cholanoate). Yield: 56.0%. RXN SMILES: C(O[C@@H]1[CH2:29][CH2:28][C@@:27]2([CH3:30])[C@H](C(Br)[C:9](=[O:32])[C@@H:10]3[C@@H:26]2[CH2:25][CH2:24][C@@:23]2([CH3:31])[C@H:11]3[CH2:12][CH2:13][C@@H:14]2[C@H:15]([CH3:22])[CH2:16][CH2:17][C:18]([O:20][CH3:21])=[O:19])C1)(=O)C.[OH-:34].[K+].Cl.[OH2:37]>CO>[OH:34][C@@H:9]1[CH2:29][CH2:28][C@@:27]2([CH3:30])[C@H:11]([C@H:12]([OH:37])[C:9](=[O:32])[C@@H:10]3[C@@H:26]2[CH2:25][CH2:24][C@@:23]2([CH3:31])[C@H:11]3[CH2:12][CH2:13][C@@H:14]2[C@H:15]([CH3:22])[CH2:16][CH2:17][C:18]([O:20][CH3:21])=[O:19])[CH2:10]1 |f:1.2|. Reported procedure: A solution of methyl 3α-acetoxy-6-bromo-7-keto-5β-cholanoate (10.0 g, 19.025 mmoles) in methanol (600 ml) was added to a solution of potassium hydroxide (24 g) in water (100 ml), dropwise, in 1 hour. The resulting mixture was left to react for 48 hours under argon atmosphere, with magnetic stirring. The reaction mixture was diluted with water (100 ml), acidified with 10% hydrochloric acid and extracted with chloroform (3×200 ml). The combined organic phases were washed with brine (1×50 ml) and d...